From a dataset of the Open Reaction Database (ORD), a public repository of structured organic reaction records. describe an organic reaction: reactants, conditions, products, and yield Starting materials: C(C)(C)C1=CC=C(C(=NO)Cl)C=C1 (4-isopropylbenzohydroximoyl chloride), CS(=O)(=O)Cl (methanesulfonyl chloride). Run in C1=CC=CC=C1 (benzene), C(C)N(CC)CC (triethylamine). Run at time 30 minute. The product is CS(=O)(=O)ON=C(C1=CC=C(C=C1)C(C)C)Cl (N-(methanesulfonyloxy)-4-isopropylbenzimidoyl chloride). The yield is 86.7%. Reaction SMILES: [CH:1]([C:4]1[CH:13]=[CH:12][C:7]([C:8]([Cl:11])=[N:9][OH:10])=[CH:6][CH:5]=1)([CH3:3])[CH3:2].[CH3:14][S:15](Cl)(=[O:17])=[O:16]>C1C=CC=CC=1.C(N(CC)CC)C>[CH3:14][S:15]([O:10][N:9]=[C:8]([Cl:11])[C:7]1[CH:12]=[CH:13][C:4]([CH:1]([CH3:3])[CH3:2])=[CH:5][CH:6]=1)(=[O:17])=[O:16]. Procedure details: Into a solution of 6.7 g of 4-isopropylbenzohydroximoyl chloride in 175 ml of benzene was added in one portion 5.2 g of triethylamine. To this solution was added dropwise during 15 minutes (mildly exothermic reaction) 4.0 g of methanesulfonyl chloride. The mixture was stirred for 30 minutes and filtered. The filtrate was concentrated and the residue recrystallized twice from ethanol to give 8.1 g of N-(methanesulfonyloxy)-4-isopropylbenzimidoyl chloride, m.p. 79.5°-82°. The ir spectrum was consi...